From a dataset of the Open Reaction Database (ORD), a public repository of structured organic reaction records. describe an organic reaction: reactants, conditions, products, and yield Reactants: CC(C)(C)OC(=O)CNCc1ccccc1, CCOC(C)=O, CCN(C(C)C)C(C)C, ClCCl, O=C(O)c1ccc[nH]1. The product is CC(C)(C)OC(=O)CN(Cc1ccccc1)C(=O)c1ccc[nH]1. As a reaction SMILES: [C:18]([CH3:19])([CH3:20])([CH3:21])[O:22][C:23]([CH2:24][NH:25][CH2:26][c:27]1[cH:28][cH:29][cH:30][cH:31][cH:32]1)=[O:33].[CH3:37][CH2:38][O:39][C:40](=[O:41])[CH3:42].[CH:9]([N:10]([CH2:11][CH3:12])[CH:13]([CH3:14])[CH3:15])([CH3:16])[CH3:17].[Cl:34][CH2:35][Cl:36].[OH:1][C:2](=[O:3])[c:4]1[cH:5][cH:6][cH:7][nH:8]1>>[C:2](=[O:3])([c:4]1[cH:5][cH:6][cH:7][nH:8]1)[N:25]([CH2:24][C:23]([O:22][C:18]([CH3:19])([CH3:20])[CH3:21])=[O:33])[CH2:26][c:27]1[cH:28][cH:29][cH:30][cH:31][cH:32]1. Reaction SMILES: [CH3:1][NH:2][CH3:3].C(O)C.Cl[CH2:8][CH2:9][CH:10]1[CH2:16][N:15]([CH3:17])[C:14](=[S:18])[C:13]2[CH:19]=[CH:20][CH:21]=[N:22][C:12]=2[O:11]1.[C:23]([OH:30])(=[O:29])/[CH:24]=[CH:25]/[C:26]([OH:28])=[O:27]>C(Cl)Cl.C(O)(C)C.CO>[C:23]([OH:30])(=[O:29])/[CH:24]=[CH:25]/[C:26]([OH:28])=[O:27].[CH3:1][N:2]([CH3:3])[CH2:8][CH2:9][CH:10]1[CH2:16][N:15]([CH3:17])[C:14](=[S:18])[C:13]2[CH:19]=[CH:20][CH:21]=[N:22][C:12]=2[O:11]1 |f:7.8|. The solvent is C(C)(C)O (isopropyl alcohol), CO (methanol), C(C)(C)O (isopropyl alcohol), C(Cl)Cl (methylene chloride). Procedure: To a solution of 113 ml (1.0 mole) of 40% aqueous dimethylamine and 326 ml of ethanol in a steel bomb was added 48.4 g (0.189 mole) of 2-(2-chloroethyl)-2,3-dihydro-4-methylpyrido[3,2-f][1,4]-oxazepine-5(4H)-thione. The mixture was heated at 100° C. for 14 hr. The ethanol was removed in a rotary evaporator leaving some water in the residue. The residue was dissolved in 200 ml of methylene chloride and washed with three 100 ml portions of 20% aqueous potassium carbonate solution. The combined aqu... The product is C(\C=C\C(=O)O)(=O)O.CN(CCC1OC2=C(C(N(C1)C)=S)C=CC=N2)C (2-[2-(Dimethylamino)ethyl]-2,3-dihydro-4-methylpyrido[3,2-f][1,4]-oxazepine-5(4H)-thione fumarate). Starting materials: CNC (dimethylamine), C(C)O (ethanol), steel, ClCCC1OC2=C(C(N(C1)C)=S)C=CC=N2 (2-(2-chloroethyl)-2,3-dihydro-4-methylpyrido[3,2-f][1,4]-oxazepine-5(4H)-thione), C(\C=C\C(=O)O)(=O)O (fumaric acid). Conditions: temperature 100 celsius.